From a dataset of the Open Reaction Database (ORD), a public repository of structured organic reaction records. describe an organic reaction: reactants, conditions, products, and yield The reactants are C(CCCCCCC\C=C/CCCCCCCC)(=O)O (oleic acid), O1C=NC(=C1)C=1C=NC=CC1 (3-(oxazol-4-yl)pyridine), [Li]CCCC (n-BuLi), 0C, C(C(=O)Cl)(=O)Cl (oxalyl chloride). The reagents and catalysts are [Cl-].[Cl-].[Zn+2] (ZnCl2). Solvent: CO.C(Cl)Cl (MeOH CH2Cl2), C(Cl)Cl (CH2Cl2), C1CCOC1 (THF). Run at temperature 0 celsius, time 20 minute. Yields the product N1=CC(=CC=C1)C=1N=C(OC1)C(CCCCCCCC=CCCCCCCCC)=O (1-(4-(pyridin-3-yl)oxazol-2-yl)octadec-9-en-1-one). Isolated yield 22.0%. RXN SMILES: [O:1]1[CH:5]=[C:4]([C:6]2[CH:7]=[N:8][CH:9]=[CH:10][CH:11]=2)[N:3]=[CH:2]1.[Li]CCCC.[C:17](O)(=[O:35])[CH2:18][CH2:19][CH2:20][CH2:21][CH2:22][CH2:23][CH2:24]/[CH:25]=[CH:26]\[CH2:27][CH2:28][CH2:29][CH2:30][CH2:31][CH2:32][CH2:33][CH3:34].C(Cl)(=O)C(Cl)=O>C1COCC1.C(Cl)Cl.[Cl-].[Cl-].[Zn+2].CO.C(Cl)Cl>[N:8]1[CH:9]=[CH:10][CH:11]=[C:6]([C:4]2[N:3]=[C:2]([C:17](=[O:35])[CH2:18][CH2:19][CH2:20][CH2:21][CH2:22][CH2:23][CH2:24][CH:25]=[CH:26][CH2:27][CH2:28][CH2:29][CH2:30][CH2:31][CH2:32][CH2:33][CH3:34])[O:1][CH:5]=2)[CH:7]=1 |f:6.7.8,9.10|. Procedure details: (164) A solution of 3-(oxazol-4-yl)pyridine (6 mg, 0.041 mmol) in anhydrous THF (1 mL) cooled to −75° C. under N2 was treated with n-BuLi (2.5 M in hexanes, 1.1 equiv, 0.045 mmol, 18 mL), and stirred for 20 min. ZnCl2 (0.5 M in THF, 2.0 equiv, 0.082 mmol, 33 mL) was added at −75° C., and stirred for 45 min at 0C. Cul (1.0 equiv, 0.041 mmol, 8 mg) was added, and the solution was stirred for 10 min at 0° C. A separate flask was charged with oleic acid (2 equiv, 0.082 mmol, 23 mg) in anhydrous CH2C...